Dataset: the Open Reaction Database (ORD), a public repository of structured organic reaction records. Task: describe an organic reaction: reactants, conditions, products, and yield Starting materials: CC(C(=O)C=1C=CC=C(C1)Cl)NC(C)(C)C.Cl (bupropion hydrochloride), C([O-])([O-])=O.[Na+].[Na+] (sodium carbonate). Isolated yield 910.1%. The product is CC(C(=O)C=1C=CC=C(C1)Cl)NC(C)(C)C (Bupropion). Reported procedure: 1.0 g of bupropion hydrochloride salt was dissolved in the minimum amount of water in 250 ml flask. The contents of the flask were transferred to a separatory funnel, to which 20 ml of 10% aqueous sodium carbonate was added, and the mixture was extracted with methylene chloride (3×50 ml). The combined methylene chloride extracts were washed with water (3×50 ml), then brine solution (50 ml), dried over anhydrous K2CO3, filtered and the filtrate stripped down under reduced pressure on a rotary eva... The solvent is O (water). Reaction SMILES: [CH3:1][CH:2]([NH:12][C:13]([CH3:16])([CH3:15])[CH3:14])[C:3]([C:5]1[CH:6]=[CH:7][CH:8]=[C:9]([Cl:11])[CH:10]=1)=[O:4].Cl.C(=O)([O-])[O-].[Na+].[Na+]>O>[CH3:1][CH:2]([NH:12][C:13]([CH3:14])([CH3:16])[CH3:15])[C:3]([C:5]1[CH:6]=[CH:7][CH:8]=[C:9]([Cl:11])[CH:10]=1)=[O:4] |f:0.1,2.3.4|. Reactants: NC1=NC=CC(=C1)C (2-amino-4-picoline), ClCC(=O)CCl (1,3-dichloroacetone), COCCOC (1,2-dimethoxyethane). The solvent is C(C)O (ethanol). Run at time 2.5 hour. Product: ClCC=1N=C2N(C=CC(=C2)C)C1 (2-(chloromethyl)-7-methylimidazo[1,2-a]pyridine). Yield: 1.8%. Reaction SMILES: [NH2:1][C:2]1[CH:7]=[C:6]([CH3:8])[CH:5]=[CH:4][N:3]=1.[Cl:9][CH2:10][C:11]([CH2:13]Cl)=O.COCCOC>C(O)C>[Cl:9][CH2:10][C:11]1[N:1]=[C:2]2[CH:7]=[C:6]([CH3:8])[CH:5]=[CH:4][N:3]2[CH:13]=1. Procedure: A mixture of 2-amino-4-picoline (Aldrich; 500 g), 1,3-dichloroacetone (Aldrich; 5.89 g), and 1,2-dimethoxyethane (Aldrich; 44 mL) is stirred for 25 min at 53° C., at which time ethanol (47.5 mL) is added. After stirring for 2.5 h at reflux, the mixture is concentrated under reduced pressure and the residue is partitioned between dichloromethane and saturated sodium bicarbonate and brine. The organic layers are dried over MgSO4 and concentrated under reduced pressure. The crude material is chroma... Reactants: N(=[N+]=[N-])CC=1C=C(OCC(=O)OC(C)(C)C)C=CC1 (t-butyl [3-(azidomethyl)phenoxy]acetate), C1CCOC1 (THF), C1(=CC=CC=C1)P(C1=CC=CC=C1)C1=CC=CC=C1 (triphenylphosphine). Run in O (water). Run at time 4 day. Yields the product C(C)(C)(C)OC(COC1=CC(=CC=C1)CN)=O (t-butyl[3-(aminomethyl)phenoxy]acetate). Isolated yield 88.2%. As a reaction SMILES: [N:1]([CH2:4][C:5]1[CH:6]=[C:7]([CH:17]=[CH:18][CH:19]=1)[O:8][CH2:9][C:10]([O:12][C:13]([CH3:16])([CH3:15])[CH3:14])=[O:11])=[N+]=[N-].C1COCC1.C1(P(C2C=CC=CC=2)C2C=CC=CC=2)C=CC=CC=1>O>[C:13]([O:12][C:10](=[O:11])[CH2:9][O:8][C:7]1[CH:17]=[CH:18][CH:19]=[C:5]([CH2:4][NH2:1])[CH:6]=1)([CH3:16])([CH3:14])[CH3:15]. Procedure: To a mixed liquid of 5.16 g of t-butyl [3-(azidomethyl)phenoxy]acetate and 50 ml of THF were added 6.17 g of triphenylphosphine and 1.04 ml of water, followed by stirring at room temperature for 4 days. The solvent was evaporated and diisopropyl ether was added thereto. The precipitated solid was separated by filtration and the solvent was evaporated again. The residue was purified by silica gel column chromatography (eluent: chloroform-methanol-saturated aqueous ammonia) to obtain 4.10 g of t-b... Starting materials: Cl (hydrogen chloride), C(C)(=O)NC1=C(C=C(C=C1)CC#N)C(C1=C(C=CC=C1)Cl)=O (4-acetamido-3-(2-chlorobenzoyl)-phenylacetonitrile), C(C)O (ethanol), O (water). Reaction conditions: time 24 hour. The product is NC1=C(C=C(C=C1)CC(=O)OCC)C(C1=C(C=CC=C1)Cl)=O (Ethyl 4-amino-3-(2-chlorobenzoyl)-phenylacetate). As a reaction SMILES: C([NH:4][C:5]1[CH:10]=[CH:9][C:8]([CH2:11][C:12]#N)=[CH:7][C:6]=1[C:14](=[O:22])[C:15]1[CH:20]=[CH:19][CH:18]=[CH:17][C:16]=1[Cl:21])(=O)C.Cl.[OH2:24].[CH2:25]([OH:27])[CH3:26]>>[NH2:4][C:5]1[CH:10]=[CH:9][C:8]([CH2:11][C:12]([O:27][CH2:25][CH3:26])=[O:24])=[CH:7][C:6]=1[C:14](=[O:22])[C:15]1[CH:20]=[CH:19][CH:18]=[CH:17][C:16]=1[Cl:21]. Reported procedure: 32.2 g (0.1 mol) of 4-acetamido-3-(2-chlorobenzoyl)-phenylacetonitrile are dissolved in 340 ml of absolute ethanol. While cooling in ice, dry gaseous hydrogen chloride is passed in for one hour. The mixture is subsequently refluxed for 30 minutes and then stirred at room temperature for 24 hours. Five times the amount of water is added to the reaction mixture, which is left to stand for 15 minutes. Extraction with dichloromethane, drying and concentration of the organic phase is followed by work... The reactants are COc1ccc(C(=O)Nc2ccccc2N)cc1, CCOC(C)=O, ClC(Cl)Cl, Cl, c1ccncc1, O=C(Cl)c1ccc2ccccc2c1. The product is COc1ccc(C(=O)Nc2ccccc2NC(=O)c2ccc3ccccc3c2)cc1. As a reaction SMILES: [CH3:1][O:2][c:3]1[cH:4][cH:5][c:6]([C:7](=[O:8])[NH:9][c:10]2[c:11]([NH2:16])[cH:12][cH:13][cH:14][cH:15]2)[cH:17][cH:18]1.[CH3:43][CH2:44][O:45][C:46](=[O:47])[CH3:48].[CH:39]([Cl:40])([Cl:41])[Cl:42].[ClH:38].[cH:19]1[cH:20][cH:21][n:22][cH:23][cH:24]1.[cH:25]1[c:26]([C:35](=[O:36])[Cl:37])[cH:27][cH:28][c:29]2[cH:30][cH:31][cH:32][cH:33][c:34]12>>[CH3:1][O:2][c:3]1[cH:4][cH:5][c:6]([C:7](=[O:8])[NH:9][c:10]2[c:11]([NH:16][C:35]([c:26]3[cH:25][c:34]4[c:29]([cH:28][cH:27]3)[cH:30][cH:31][cH:32][cH:33]4)=[O:36])[cH:12][cH:13][cH:14][cH:15]2)[cH:17][cH:18]1.